Dataset: the Open Reaction Database (ORD), a public repository of structured organic reaction records. Task: describe an organic reaction: reactants, conditions, products, and yield The reactants are CC1(C=2C=CC(=CC2C(CC1)(C)C)C1=NOC(=C1)N1CCNCC1)C (1-[3-(5,5,8,8-tetramethyl-5,6,7,8-tetrahydronaphthalen-2-yl)isoxazol-5-yl]piperazine), OCCCCC=O (5-hydroxypentanal). The product is CC1(C=2C=CC(=CC2C(CC1)(C)C)C1=NOC(=C1)N1CCN(CC1)CCCCCO)C (5-{4-[3-(5,5,8,8-tetramethyl-5,6,7,8-tetrahydronaphthalen-2-yl)isoxazol-5-yl]piperazin-1-yl}pentan-1-ol). RXN SMILES: [CH3:1][C:2]1([CH3:25])[CH2:11][CH2:10][C:9]([CH3:13])([CH3:12])[C:8]2[CH:7]=[C:6]([C:14]3[CH:18]=[C:17]([N:19]4[CH2:24][CH2:23][NH:22][CH2:21][CH2:20]4)[O:16][N:15]=3)[CH:5]=[CH:4][C:3]1=2.[OH:26][CH2:27][CH2:28][CH2:29][CH2:30][CH:31]=O>>[CH3:1][C:2]1([CH3:25])[CH2:11][CH2:10][C:9]([CH3:12])([CH3:13])[C:8]2[CH:7]=[C:6]([C:14]3[CH:18]=[C:17]([N:19]4[CH2:20][CH2:21][N:22]([CH2:31][CH2:30][CH2:29][CH2:28][CH2:27][OH:26])[CH2:23][CH2:24]4)[O:16][N:15]=3)[CH:5]=[CH:4][C:3]1=2. Procedure details: The preparation was carried out as already described via a reductive amination starting from 26 mg (0.05 mmol) of 1-[3-(5,5,8,8-tetramethyl-5,6,7,8-tetrahydronaphthalen-2-yl)isoxazol-5-yl]piperazine and 5 mg (0.05 mmol) of 5-hydroxypentanal. The product was purified by means of preparative HPLC and converted into the hydrochloride by treatment with methanolic HCl. Starting materials: C(CC)OC1=CC=C(C=O)C=C1 (4-propoxybenzaldehyde), CC(=O)C1=C(C(=C(C=C1)OC)OC)OC (2,3,4-trimethoxyacetophenone), [OH-].[Na+] (NaOH). The solvent is CO (methanol). Conditions: time 24 hour. The product is C(CC)OC1=CC=C(C=C1)\C=C\C(=O)C1=C(C(=C(C=C1)OC)OC)OC ((E)-1-(4-propoxyphenyl)-3-(2,3,4-trimethoxyphenyl)prop-1-en-3-one). Yield: 99.0%. RXN SMILES: [CH2:1]([O:4][C:5]1[CH:12]=[CH:11][C:8]([CH:9]=O)=[CH:7][CH:6]=1)[CH2:2][CH3:3].[CH3:13][C:14]([C:16]1[CH:21]=[CH:20][C:19]([O:22][CH3:23])=[C:18]([O:24][CH3:25])[C:17]=1[O:26][CH3:27])=[O:15].[OH-].[Na+]>CO>[CH2:1]([O:4][C:5]1[CH:12]=[CH:11][C:8](/[CH:9]=[CH:13]/[C:14]([C:16]2[CH:21]=[CH:20][C:19]([O:22][CH3:23])=[C:18]([O:24][CH3:25])[C:17]=2[O:26][CH3:27])=[O:15])=[CH:7][CH:6]=1)[CH2:2][CH3:3] |f:2.3|. Procedure details: To a stirred solution of 4-propoxybenzaldehyde (0.781 g, 4.8 mmol) and 2,3,4-trimethoxyacetophenone (1.0 g, 4.8 mmol) in methanol (30 ml) was added a 50% w/v solution of aqueous NaOH (7.60 ml, 0.096 mol). The reaction mixture was stirred at room temperature for 24 h. A pale yellow precipitate was isolated and dried under vacuum over night. 1.693 g (86%) of a pale yellow powder was isolated. 1H-NMR (CDCl3) δ 7.60 (d, 1H), 7.5 (m, 1H), 4.4 (d, 1H), 7.3 (d, 1H), 6.8 (m, 1H), 6.7 (d, 1H), 3.9 (t, 2H... The reactants are NC=1N=NC(=CN1)C1=CC(=C(C#N)C=C1)F (4-(3-Amino-1,2,4-triazin-6-yl)-2-fluorobenzonitrile), ClC(C(O)N1C(CCC1=O)=O)CC=1C=C2C=CC=NC2=CC1 (1-(2-Chloro-1-hydroxy-3-(quinolin-6-yl)propyl)pyrrolidine-2,5-dione). The solvent is C(CO)O (ethylene glycol). Run at temperature 135 celsius, time 3.5 hour. The product is FC1=C(C#N)C=CC(=C1)C=1C=NC=2N(N1)C(=CN2)CC=2C=C1C=CC=NC1=CC2 (2-Fluoro-4-(7-(quinolin-6-ylmethyl)imidazo[1,2-b][1,2,4]triazin-2-yl)benzonitrile). The yield is 185.4%. RXN SMILES: [NH2:1][C:2]1[N:3]=[N:4][C:5]([C:8]2[CH:15]=[CH:14][C:11]([C:12]#[N:13])=[C:10]([F:16])[CH:9]=2)=[CH:6][N:7]=1.Cl[CH:18]([CH2:28][C:29]1[CH:30]=[C:31]2[C:36](=[CH:37][CH:38]=1)[N:35]=[CH:34][CH:33]=[CH:32]2)[CH:19](N1C(=O)CCC1=O)O>C(O)CO>[F:16][C:10]1[CH:9]=[C:8]([C:5]2[CH:6]=[N:7][C:2]3[N:3]([C:18]([CH2:28][C:29]4[CH:30]=[C:31]5[C:36](=[CH:37][CH:38]=4)[N:35]=[CH:34][CH:33]=[CH:32]5)=[CH:19][N:1]=3)[N:4]=2)[CH:15]=[CH:14][C:11]=1[C:12]#[N:13]. Procedure details: A 22 L reactor equipped with a overhead stirring, a thermocouple, a distillation apparatus, and a nitrogen inlet was purged with nitrogen before 4-(3-amino-1,2,4-triazin-6-yl)-2-fluorobenzonitrile (20, 300 g, 1.39 mol), 1-(2-chloro-1-hydroxy-3-(quinolin-6-yl)propyl)pyrrolidine-2,5-dione (11, 635 g, 1.99 mol, 1.43 equiv), and ethylene glycol (3.0 L) were charged to the reactor at room temperature. The resulting reaction mixture was heated to 130-140° C. with nitrogen bubbled through continuously.... The reactants are B, COc1cc(C=O)cc(OC)c1, CO, CC(N)C(O)c1ccc(O)c(NS(C)(=O)=O)c1, O, c1ccncc1. The product is COc1cc(CNC(C)C(O)c2ccc(O)c(NS(C)(=O)=O)c2)cc(OC)c1. Reaction SMILES: [BH3:36].[CH3:18][O:19][c:20]1[cH:21][c:22]([CH:23]=[O:24])[cH:25][c:26]([O:28][CH3:29])[cH:27]1.[CH3:38][OH:39].[NH2:1][CH:2]([CH:3]([OH:4])[c:5]1[cH:6][cH:7][c:8]([OH:16])[c:9]([NH:11][S:12](=[O:13])(=[O:14])[CH3:15])[cH:10]1)[CH3:17].[OH2:37].[n:30]1[cH:31][cH:32][cH:33][cH:34][cH:35]1>>[NH:1]([CH:2]([CH:3]([OH:4])[c:5]1[cH:6][cH:7][c:8]([OH:16])[c:9]([NH:11][S:12](=[O:13])(=[O:14])[CH3:15])[cH:10]1)[CH3:17])[CH2:23][c:22]1[cH:21][c:20]([O:19][CH3:18])[cH:27][c:26]([O:28][CH3:29])[cH:25]1. Starting materials: [OH-].[Na+] (sodium hydroxide), OCCNC1=CC(=C(C=C1)O)[N+](=O)[O-] (4-(2-hydroxyethylamino)-2-nitrophenol), O (water), S(=O)(=O)(OCC)OCC (diethyl sulfate). The solvent is COCCOC (1,2-dimethoxyethane). Conditions: temperature 5 celsius. Yields the product C(C)C(CNC1=CC(=C(C=C1)O)[N+](=O)[O-])O (4-[(ethyl-2-hydroxyethyl)-amino]-2-nitrophenol). As a reaction SMILES: [OH:1][CH2:2][CH2:3][NH:4][C:5]1[CH:10]=[CH:9][C:8]([OH:11])=[C:7]([N+:12]([O-:14])=[O:13])[CH:6]=1.O.S(OCC)(O[CH2:20][CH3:21])(=O)=O.[OH-].[Na+]>COCCOC>[CH2:20]([CH:2]([OH:1])[CH2:3][NH:4][C:5]1[CH:10]=[CH:9][C:8]([OH:11])=[C:7]([N+:12]([O-:14])=[O:13])[CH:6]=1)[CH3:21] |f:3.4|. Procedure: 39.6 g (200 mmol) 4-(2-hydroxyethylamino)-2-nitrophenol is added to a mixture of 150 ml water and 15 ml 1,2-dimethoxyethane. 33.9 g (220 mmol) diethyl sulfate is added dropwise at an internal temperature of 60° C. so that the pH of the solution is maintained between 6 and 8 by simultaneous dropwise addition of 10% sodium hydroxide (ca. 62 ml). After complete reaction, the solution is filtered through a pleated filter and cooled with stirring to 5° C. The product is allowed to crystallize.